Dataset: the Open Reaction Database (ORD), a public repository of structured organic reaction records. Task: describe an organic reaction: reactants, conditions, products, and yield Reactants: COC(CNC1=CC(=C(C(=C1)C)C1=NC2=C(N1)C=CC(=C2)C(NC2=CC(=C(C=C2)C)C)=O)C)=O ({4-[5-(3,4-dimethylphenylcarbamoyl)-1H-benzoimidazol-2-yl]-3,5-dimethyl-phenylamino}-acetic acid methyl ester), [OH-].[Na+] (NaOH). Run in CO (MeOH). Conditions: time 18 hour. Yields the product CC=1C=C(C=CC1C)NC(=O)C1=CC2=C(NC(=N2)C2=C(C=C(C=C2C)NCC(=O)O)C)C=C1 ({4-[5-(3,4-dimethylphenylcarbamoyl)-1H-benzoimidazol-2-yl]-3,5-dimethylphenylamino}-acetic acid). RXN SMILES: C[O:2][C:3](=[O:34])[CH2:4][NH:5][C:6]1[CH:11]=[C:10]([CH3:12])[C:9]([C:13]2[NH:17][C:16]3[CH:18]=[CH:19][C:20]([C:22](=[O:32])[NH:23][C:24]4[CH:29]=[CH:28][C:27]([CH3:30])=[C:26]([CH3:31])[CH:25]=4)=[CH:21][C:15]=3[N:14]=2)=[C:8]([CH3:33])[CH:7]=1.[OH-].[Na+]>CO>[CH3:31][C:26]1[CH:25]=[C:24]([NH:23][C:22]([C:20]2[CH:19]=[CH:18][C:16]3[NH:17][C:13]([C:9]4[C:8]([CH3:33])=[CH:7][C:6]([NH:5][CH2:4][C:3]([OH:34])=[O:2])=[CH:11][C:10]=4[CH3:12])=[N:14][C:15]=3[CH:21]=2)=[O:32])[CH:29]=[CH:28][C:27]=1[CH3:30] |f:1.2|. Procedure: To a stirred solution of {4-[5-(3,4-dimethylphenylcarbamoyl)-1H-benzoimidazol-2-yl]-3,5-dimethyl-phenylamino}-acetic acid methyl ester (160 mg) in MeOH (5 mL) was added 1N NaOH (5 mL) and the mixture was stirred at room temperature for 18 h. The solution was washed with Et2O and the aqueous layer was carefully acidified to pH=2-3 with 1N HCl. The resulting suspension was filtered, washed with water and dried to give {4-[5-(3,4-dimethylphenylcarbamoyl)-1H-benzoimidazol-2-yl]-3,5-dimethylphenylami... The reactants are CC1=C(C(N(CO1)C(C(=O)O)(C)C)=O)C1=CC=CC=C1 (2-(2,3-Dihydro-6-methyl-4-oxo-5-phenyl-4H-1,3-oxazin-3-yl)2-methylpropionic acid), C(=O)(N1C=NC=C1)N1C=NC=C1 (carbonyldiimidazole), [N-]1C=NC=C1 (imidazolide), C(C)(C)[Mg]Br (Isopropyl magnesium bromide), C(CC(=O)[O-])(=O)OCC (monoethyl malonate). The solvent is O1CCCC1 (tetrahydrofuran), CCOCC (ether), O1CCCC1 (tetrahydrofuran). Conditions: temperature 40 celsius, time 0.5 hour. The product is CC1=C(C(N(CO1)C(C(CC(=O)OCC)=O)(C)C)=O)C1=CC=CC=C1 (ethyl 4-(2,3-dihydro-6-methyl-4-oxo-5-phenyl-4H-1,3-oxazin-3-yl)-4-methyl-3-oxo-pentanoate). The yield is 55.8%. As a reaction SMILES: C([Mg]Br)(C)C.[C:6]([O:12][CH2:13][CH3:14])(=[O:11])[CH2:7][C:8]([O-:10])=O.[CH3:15][C:16]1[O:21][CH2:20][N:19]([C:22](C)([CH3:26])[C:23](O)=O)[C:18](=[O:28])[C:17]=1[C:29]1[CH:34]=[CH:33][CH:32]=[CH:31][CH:30]=1.C(N1C=CN=C1)(N1C=CN=C1)=O.[N-]1C=CN=C1>O1CCCC1.CCOCC>[CH3:15][C:16]1[O:21][CH2:20][N:19]([C:22]([CH3:26])([CH3:23])[C:8](=[O:10])[CH2:7][C:6]([O:12][CH2:13][CH3:14])=[O:11])[C:18](=[O:28])[C:17]=1[C:29]1[CH:34]=[CH:33][CH:32]=[CH:31][CH:30]=1. Procedure: Isopropyl magnesium bromide (0.7M solution in tetrahydrofuran) was added to a solution of monoethyl malonate(1.44 g) in tetrahydrofuran at 0° C. The mixture was stirred at 20° C. for 0.5 hour and at 40° C. for 0.5 hour. 2-(2,3-Dihydro-6-methyl-4-oxo-5-phenyl-4H-1,3-oxazin-3-yl)2-methylpropionic acid (2 g) and carbonyldiimidazole (1.42 g) was stirred in tetrahydrofuran for 8 hours and the resulting imidazolide solution then added to the above mixture at 0° C., stirred at 20° C. for 3 hours and re... The product is N#CCC(C(=O)N1C(=O)OCC1c1ccccc1)c1ccccc1F. RXN SMILES: [Br:33][CH2:34][C:35]#[N:36].[CH3:23][Si:24]([CH3:25])([CH3:26])[N-:27][Si:28]([CH3:29])([CH3:30])[CH3:31].[Cl-:37].[ClH:39].[F:1][c:2]1[c:3]([CH2:8][C:9](=[O:10])[N:11]2[C:12](=[O:22])[O:13][CH2:14][CH:15]2[c:16]2[cH:17][cH:18][cH:19][cH:20][cH:21]2)[cH:4][cH:5][cH:6][cH:7]1.[Li+:32].[Na+:38].[O:40]1[CH2:41][CH2:42][CH2:43][CH2:44]1.[OH2:45]>>[F:1][c:2]1[c:3]([CH:8]([C:9](=[O:10])[N:11]2[C:12](=[O:22])[O:13][CH2:14][CH:15]2[c:16]2[cH:17][cH:18][cH:19][cH:20][cH:21]2)[CH2:34][C:35]#[N:36])[cH:4][cH:5][cH:6][cH:7]1. Reactants: N#CCBr, C[Si](C)(C)[N-][Si](C)(C)C, [Cl-], Cl, O=C(Cc1ccccc1F)N1C(=O)OCC1c1ccccc1, [Li+], [Na+], C1CCOC1, O. Reaction SMILES: [CH3:1][O:2][C:3]([CH:4]([NH:5][C:6]([CH2:7][CH2:8][C:9]([CH:10]([CH2:11][c:12]1[cH:13][cH:14][cH:15][cH:16][cH:17]1)[NH:18][C:19]([c:20]1[cH:21][cH:22][cH:23][cH:24][cH:25]1)=[O:26])=[O:27])=[O:28])[CH2:29][c:30]1[cH:31][nH:32][c:33]2[cH:34][cH:35][cH:36][cH:37][c:38]12)=[O:39].[CH3:42][C:43](=[O:44])[OH:45].[Li+:41].[OH-:40]>>[O:2]=[C:3]([CH:4]([NH:5][C:6]([CH2:7][CH2:8][C:9]([CH:10]([CH2:11][c:12]1[cH:13][cH:14][cH:15][cH:16][cH:17]1)[NH:18][C:19]([c:20]1[cH:21][cH:22][cH:23][cH:24][cH:25]1)=[O:26])=[O:27])=[O:28])[CH2:29][c:30]1[cH:31][nH:32][c:33]2[cH:34][cH:35][cH:36][cH:37][c:38]12)[OH:39]. The reactants are COC(=O)C(Cc1c[nH]c2ccccc12)NC(=O)CCC(=O)C(Cc1ccccc1)NC(=O)c1ccccc1, CC(=O)O, [Li+], [OH-]. Yields the product O=C(CCC(=O)C(Cc1ccccc1)NC(=O)c1ccccc1)NC(Cc1c[nH]c2ccccc12)C(=O)O. Starting materials: Cl (HCl), C(C)OC([C@H]1N(CC[C@H]1C1=CC=CC=C1)C(C)=O)=O (N-Acetyl-cis-3-phenylproline ethyl ester), C1(=CC=C(C=C1)S(=O)(=O)Cl)C (4-toluene-sulfonyl chloride), Cl (HCl), O1CCOCC1 (dioxane). Run in [OH-].[Na+] (NaOH), CC(=O)O (HOAc). Product: C1(=CC=C(C=C1)S(=O)(=O)N1[C@H](C(=O)O)[C@@H](CC1)C1=CC=CC=C1)C (N-(toluene-4-sulfonyl)-cis-3-phenylproline). The yield is 94.2%. RXN SMILES: C([O:3][C:4](=[O:19])[C@@H:5]1[C@H:9]([C:10]2[CH:15]=[CH:14][CH:13]=[CH:12][CH:11]=2)[CH2:8][CH2:7][N:6]1C(=O)C)C.Cl.O1CCOCC1.[C:27]1([CH3:37])[CH:32]=[CH:31][C:30]([S:33](Cl)(=[O:35])=[O:34])=[CH:29][CH:28]=1>CC(O)=O.[OH-].[Na+]>[C:27]1([CH3:37])[CH:32]=[CH:31][C:30]([S:33]([N:6]2[CH2:7][CH2:8][C@@H:9]([C:10]3[CH:11]=[CH:12][CH:13]=[CH:14][CH:15]=3)[C@H:5]2[C:4]([OH:3])=[O:19])(=[O:35])=[O:34])=[CH:29][CH:28]=1 |f:5.6|. Procedure: N-Acetyl-cis-3-phenylproline ethyl ester (614 mg, 2.35 mmol) (prepared via the method of Chung, et al., J. Org. Chem.55: 270-275 (1990)) was dissolved in HOAc (4 mL) and 6N HCl (12 mL) and heated at reflux for 18 hr. The mixture was cooled to room temperature and the volatiles were evaporated in vacuo to give a white solid. The solid was dissolved in 1N NaOH (15 mL) and dioxane was added (10 mL), followed by 4-toluene-sulfonyl chloride (458 mg, 2.40 mmol). The mixture was stirred at room temp fo...